Dataset: the Open Reaction Database (ORD), a public repository of structured organic reaction records. Task: describe an organic reaction: reactants, conditions, products, and yield The reactants are O=C([O-])[O-], C1CNCCN1, CCOC(C)=O, CN(C)C=O, Clc1ccc(Cl)nc1, [K+], [K+]. Product: Clc1ccc(N2CCNCC2)nc1. As a reaction SMILES: [C:9](=[O:10])([O-:11])[O-:12].[CH2:15]1[CH2:16][NH:17][CH2:18][CH2:19][NH:20]1.[CH3:21][CH2:22][O:23][C:24](=[O:25])[CH3:26].[CH3:27][N:28]([CH3:29])[CH:30]=[O:31].[Cl:1][c:2]1[n:3][cH:4][c:5]([Cl:8])[cH:6][cH:7]1.[K+:13].[K+:14]>>[c:2]1([N:17]2[CH2:16][CH2:15][NH:20][CH2:19][CH2:18]2)[n:3][cH:4][c:5]([Cl:8])[cH:6][cH:7]1. Starting materials: C(C)(=O)N1CCN(CC1)C=1C=CC(=NC1)NC(CC=1C=NC(=C(C1)C)Cl)=O (N-(5-(4-acetylpiperazin-1-yl)pyridin-2-yl)-2-(6-chloro-5-methylpyridin-3-yl)acetamide), CC1=NC=CC(=C1)[Sn](CCCC)(CCCC)CCCC (2-methyl-4-(tributylstannyl)pyridine). The reagents and catalysts are C1=CC=C(C=C1)P([C-]2C=CC=C2)C3=CC=CC=C3.C1=CC=C(C=C1)P([C-]2C=CC=C2)C3=CC=CC=C3.Cl[Pd]Cl.[Fe+2] ([1,1′-Bis(diphenylphosphino)ferrocene]dichloropalladium(II)). The solvent is CN(C)C=O (DMF). Conditions: temperature 110 celsius, time 20 hour. Yields the product C(C)(=O)N1CCN(CC1)C=1C=CC(=NC1)NC(CC=1C=C(C(=NC1)C1=CC(=NC=C1)C)C)=O (N-(5-(4-acetylpiperazin-1-yl)pyridin-2-yl)-2-(2′,3-dimethyl-2,4′-bipyridin-5-yl)acetamide). RXN SMILES: [C:1]([N:4]1[CH2:9][CH2:8][N:7]([C:10]2[CH:11]=[CH:12][C:13]([NH:16][C:17](=[O:27])[CH2:18][C:19]3[CH:20]=[N:21][C:22](Cl)=[C:23]([CH3:25])[CH:24]=3)=[N:14][CH:15]=2)[CH2:6][CH2:5]1)(=[O:3])[CH3:2].[CH3:28][C:29]1[CH:34]=[C:33]([Sn](CCCC)(CCCC)CCCC)[CH:32]=[CH:31][N:30]=1>CN(C=O)C.C1C=CC(P(C2C=CC=CC=2)[C-]2C=CC=C2)=CC=1.C1C=CC(P(C2C=CC=CC=2)[C-]2C=CC=C2)=CC=1.Cl[Pd]Cl.[Fe+2]>[C:1]([N:4]1[CH2:9][CH2:8][N:7]([C:10]2[CH:11]=[CH:12][C:13]([NH:16][C:17](=[O:27])[CH2:18][C:19]3[CH:24]=[C:23]([CH3:25])[C:22]([C:33]4[CH:32]=[CH:31][N:30]=[C:29]([CH3:28])[CH:34]=4)=[N:21][CH:20]=3)=[N:14][CH:15]=2)[CH2:6][CH2:5]1)(=[O:3])[CH3:2] |f:3.4.5.6|. Procedure details: To the mixture of N-(5-(4-acetylpiperazin-1-yl)pyridin-2-yl)-2-(6-chloro-5-methylpyridin-3-yl)acetamide 148-1 (80 mg, 0.21 mmol) and 2-methyl-4-(tributylstannyl)pyridine 148-2 (75 mg, 0.21 mmol) in DMF (1.5 mL) was added [1,1′-Bis(diphenylphosphino)ferrocene]dichloropalladium(II) (30 mg, 0.18 mmol). The reaction was stirred at 110° C. for 20 hours. After cooling down to room temperature, the reaction mixture was purified by reverse-phase HPLC to give N-(5-(4-acetylpiperazin-1-yl)pyridin-2-yl)-2-... Procedure: According to a similar manner to that in Reference Example 12, the title compound was synthesized from 2-fluorobenzonitrile and 4-hydroxybutylamine. Reaction SMILES: F[C:2]1[CH:9]=[CH:8][CH:7]=[CH:6][C:3]=1[C:4]#[N:5].[OH:10][CH2:11][CH2:12][CH2:13][CH2:14][NH2:15]>>[OH:10][CH2:11][CH2:12][CH2:13][CH2:14][NH:15][C:2]1[CH:9]=[CH:8][CH:7]=[CH:6][C:3]=1[C:4]#[N:5]. The product is OCCCCNC1=C(C#N)C=CC=C1 (2-(4-Hydroxybutylamino)benzonitrile). The reactants are FC1=C(C#N)C=CC=C1 (2-fluorobenzonitrile), OCCCCN (4-hydroxybutylamine). Starting materials: CC(=O)O[BH-](OC(C)=O)OC(C)=O, COP1(=O)CCC(=O)CC1, CCOC(C)=O, Cl, CC1CCC(C(=O)N(c2cc(C#CC(C)(C)C)sc2C(=O)O)C2CCC(N)CC2)CC1, [Na+], CN(C)C=O. Product: COP1(=O)CCC(NC2CCC(N(C(=O)C3CCC(C)CC3)c3cc(C#CC(C)(C)C)sc3C(=O)O)CC2)CC1. RXN SMILES: [C:43]([O:44][BH-:45]([O:46][C:47](=[O:48])[CH3:49])[O:50][C:51](=[O:52])[CH3:53])(=[O:54])[CH3:55].[CH3:33][O:34][P:35]1(=[O:42])[CH2:36][CH2:37][C:38](=[O:41])[CH2:39][CH2:40]1.[CH3:62][CH2:63][O:64][C:65]([CH3:66])=[O:67].[ClH:1].[NH2:2][CH:3]1[CH2:4][CH2:5][CH:6]([N:9]([C:10](=[O:11])[CH:12]2[CH2:13][CH2:14][CH:15]([CH3:18])[CH2:16][CH2:17]2)[c:19]2[c:20]([C:30](=[O:31])[OH:32])[s:21][c:22]([C:24]#[C:25][C:26]([CH3:27])([CH3:28])[CH3:29])[cH:23]2)[CH2:7][CH2:8]1.[Na+:56].[O:57]=[CH:58][N:59]([CH3:60])[CH3:61]>>[NH:2]([CH:3]1[CH2:4][CH2:5][CH:6]([N:9]([C:10](=[O:11])[CH:12]2[CH2:13][CH2:14][CH:15]([CH3:18])[CH2:16][CH2:17]2)[c:19]2[c:20]([C:30](=[O:31])[OH:32])[s:21][c:22]([C:24]#[C:25][C:26]([CH3:27])([CH3:28])[CH3:29])[cH:23]2)[CH2:7][CH2:8]1)[CH:38]1[CH2:37][CH2:36][P:35]([O:34][CH3:33])(=[O:42])[CH2:40][CH2:39]1. Starting materials: CO, O=[N+]([O-])c1ccc(F)c(Cl)c1NCCO, [Na+], [Na+], O, O=S([O-])S(=O)[O-]. Yields the product Nc1ccc(F)c(Cl)c1NCCO. As a reaction SMILES: [CH3:24][OH:25].[Cl:1][c:2]1[c:3]([NH:12][CH2:13][CH2:14][OH:15])[c:4]([N+:9]([O-:10])=[O:11])[cH:5][cH:6][c:7]1[F:8].[Na+:22].[Na+:23].[OH2:26].[S:16]([S:17]([O-:18])=[O:19])([O-:20])=[O:21]>>[Cl:1][c:2]1[c:3]([NH:12][CH2:13][CH2:14][OH:15])[c:4]([NH2:9])[cH:5][cH:6][c:7]1[F:8]. Starting materials: CN1C(=O)C2(CCN(C(=O)C=Cc3ccccc3C(F)(F)F)CC2)c2cc(C(=O)O)ccc21, CCN=C=NCCCN(C)C, CCN(C(C)C)C(C)C, ClCCl, NCCO, On1nnc2ccccc21. Product: CN1C(=O)C2(CCN(C(=O)C=Cc3ccccc3C(F)(F)F)CC2)c2cc(C(=O)NCCO)ccc21. Reaction SMILES: [CH3:1][N:2]1[C:3](=[O:33])[C:4]2([c:5]3[cH:6][c:7]([C:11](=[O:12])[OH:13])[cH:8][cH:9][c:10]31)[CH2:14][CH2:15][N:16]([C:19]([CH:20]=[CH:21][c:22]1[c:23]([C:28]([F:29])([F:30])[F:31])[cH:24][cH:25][cH:26][cH:27]1)=[O:32])[CH2:17][CH2:18]2.[CH3:48][CH2:49][N:50]=[C:51]=[N:52][CH2:53][CH2:54][CH2:55][N:56]([CH3:57])[CH3:58].[CH:59]([N:60]([CH2:61][CH3:62])[CH:63]([CH3:64])[CH3:65])([CH3:66])[CH3:67].[Cl:68][CH2:69][Cl:70].[NH2:34][CH2:35][CH2:36][OH:37].[OH:38][n:39]1[c:40]2[c:41]([cH:42][cH:43][cH:44][cH:45]2)[n:46][n:47]1>>[CH3:1][N:2]1[C:3](=[O:33])[C:4]2([c:5]3[cH:6][c:7]([C:11](=[O:12])[NH:34][CH2:35][CH2:36][OH:37])[cH:8][cH:9][c:10]31)[CH2:14][CH2:15][N:16]([C:19]([CH:20]=[CH:21][c:22]1[c:23]([C:28]([F:29])([F:30])[F:31])[cH:24][cH:25][cH:26][cH:27]1)=[O:32])[CH2:17][CH2:18]2. Reactants: NCC(C(=O)N(CC1=C(C(=CC=C1)Cl)Cl)C1CC1)CC1=CC=C(C=C1)CCCOC1=C(C(=CC=C1F)F)Cl (3-Amino-2-{4-[3-(2-chloro-3,6-difluorophenoxy)propyl]benzyl}-N-cyclopropyl-N-(2,3-dichlorobenzyl)propanamide), C(C1=CC=CC=C1)=O (benzaldehyde). Yields the product C(C1=CC=CC=C1)NCC(C(=O)N(CC1=C(C(=CC=C1)Cl)Cl)C1CC1)CC1=CC=C(C=C1)CCCOC1=C(C(=CC=C1F)F)Cl (3-(Benzylamino)-2-{4-[3-(2-chloro-3,6-difluorophenoxy)propyl]benzyl}-N-cyclopropyl-N-(2,3-dichlorobenzyl)propanamide). Reaction SMILES: [NH2:1][CH2:2][CH:3]([CH2:19][C:20]1[CH:25]=[CH:24][C:23]([CH2:26][CH2:27][CH2:28][O:29][C:30]2[C:35]([F:36])=[CH:34][CH:33]=[C:32]([F:37])[C:31]=2[Cl:38])=[CH:22][CH:21]=1)[C:4]([N:6]([CH:16]1[CH2:18][CH2:17]1)[CH2:7][C:8]1[CH:13]=[CH:12][CH:11]=[C:10]([Cl:14])[C:9]=1[Cl:15])=[O:5].[CH:39](=O)[C:40]1[CH:45]=[CH:44][CH:43]=[CH:42][CH:41]=1>>[CH2:39]([NH:1][CH2:2][CH:3]([CH2:19][C:20]1[CH:25]=[CH:24][C:23]([CH2:26][CH2:27][CH2:28][O:29][C:30]2[C:35]([F:36])=[CH:34][CH:33]=[C:32]([F:37])[C:31]=2[Cl:38])=[CH:22][CH:21]=1)[C:4]([N:6]([CH:16]1[CH2:17][CH2:18]1)[CH2:7][C:8]1[CH:13]=[CH:12][CH:11]=[C:10]([Cl:14])[C:9]=1[Cl:15])=[O:5])[C:40]1[CH:45]=[CH:44][CH:43]=[CH:42][CH:41]=1. Procedure: Prepared according to the procedure described in Example 17 but using instead 3-amino-2-{4-[3-(2-chloro-3,6-difluorophenoxy)propyl]benzyl}-N-cyclopropyl-N-(2,3-dichlorobenzyl)propanamide (Example 15) and benzaldehyde. The title compound was obtained as a colorless oil. MS (ESI+): 670.8.